From a dataset of the Open Reaction Database (ORD), a public repository of structured organic reaction records. describe an organic reaction: reactants, conditions, products, and yield Reactants: C(CCl)Cl (EDC), NC1=C(C(=O)O)C=C(C=C1)C (2-amino-5-methylbenzoic acid), O(C1=CC=CC=C1)C1=CC=C(C=C1)N=C=O (4-phenoxyphenyl isocyanate). Solvent: CN(C)C=O (DMF), C1CCOC1 (THF), CN(C)C=O (DMF). Run at time 24 hour. The product is CC=1C=CC2=C(C(OC(=N2)NC2=CC=C(C=C2)OC2=CC=CC=C2)=O)C1 (6-Methyl-2-(4-phenoxyphenylamino)-4H-3,1-benzoxazin-4-one). Isolated yield 40.4%. RXN SMILES: [NH2:1][C:2]1[CH:10]=[CH:9][C:8]([CH3:11])=[CH:7][C:3]=1[C:4]([OH:6])=[O:5].[O:12]([C:19]1[CH:24]=[CH:23][C:22]([N:25]=[C:26]=O)=[CH:21][CH:20]=1)[C:13]1[CH:18]=[CH:17][CH:16]=[CH:15][CH:14]=1.C(Cl)CCl>C1COCC1.CN(C=O)C>[CH3:11][C:8]1[CH:9]=[CH:10][C:2]2[N:1]=[C:26]([NH:25][C:22]3[CH:23]=[CH:24][C:19]([O:12][C:13]4[CH:14]=[CH:15][CH:16]=[CH:17][CH:18]=4)=[CH:20][CH:21]=3)[O:5][C:4](=[O:6])[C:3]=2[CH:7]=1. Reported procedure: A solution of 2-amino-5-methylbenzoic acid (172 mg, 1.10 mmol) in THF (1 ml) was treated with 4-phenoxyphenyl isocyanate (241 mg, 1.10 mmol). The mixture was kept at room temperature for 24 h, during which time the solvent was allowed to evaporate to leave a pale brown solid. This was dissolved in DMF (5 ml) and added to a suspension of PS-EDC (0.8 mmol g−1, 2.8 g) in DMF (20 ml). The resulting mixture was agitated at room temperature for 18 h, after which the resin was filtered off and washed w... Yields the product N#Cc1n[nH]c2ccc(C(=O)O)cc12. As a reaction SMILES: [C:1](#[N:2])[c:3]1[n:4][nH:5][c:6]2[cH:7][cH:8][c:9]([C:12](=[O:13])[O:14][CH3:15])[cH:10][c:11]12.[CH3:18][CH2:19][OH:20].[Li+:16].[OH-:17].[OH2:21]>>[C:1](#[N:2])[c:3]1[n:4][nH:5][c:6]2[cH:7][cH:8][c:9]([C:12](=[O:13])[OH:14])[cH:10][c:11]12. The reactants are COC(=O)c1ccc2[nH]nc(C#N)c2c1, CCO, [Li+], [OH-], O. RXN SMILES: [C:17]1(=[O:27])[c:18]2[c:19]([cH:23][cH:24][cH:25][cH:26]2)[C:20](=[O:22])[NH:21]1.[CH2:1]([c:2]1[cH:3][cH:4][cH:5][cH:6][cH:7]1)[N:8]1[CH2:9][CH:10]([CH2:14][Cl:15])[O:11][CH2:12][CH2:13]1.[CH3:28][N:29]([CH3:30])[CH:31]=[O:32].[K:16]>>[CH2:1]([c:2]1[cH:3][cH:4][cH:5][cH:6][cH:7]1)[N:8]1[CH2:9][CH:10]([CH2:14][N:21]2[C:17](=[O:27])[c:18]3[c:19]([cH:23][cH:24][cH:25][cH:26]3)[C:20]2=[O:22])[O:11][CH2:12][CH2:13]1. Reactants: O=C1NC(=O)c2ccccc21, ClCC1CN(Cc2ccccc2)CCO1, CN(C)C=O, [K]. Yields the product O=C1c2ccccc2C(=O)N1CC1CN(Cc2ccccc2)CCO1.